Dataset: the Open Reaction Database (ORD), a public repository of structured organic reaction records. Task: describe an organic reaction: reactants, conditions, products, and yield The reactants are azo, ClC1=CC(=C(C=C1)O)N (4-chloro-2-amino-1-hydroxybenzene), C1(=CC=CC=C1)N1NC(=CC1=O)CS(=O)(=O)O (1-phenyl-3-sulphomethyl-5-pyrazolone), monoazo. The reagents and catalysts are [Cr] (chromium). Run in O (water). Product: ClC1=CC(=C(C=C1)O)N (4-chloro-2-amino-1-hydroxybenzene), OC1=CC2=CC=CC=C2C=C1 (2-hydroxynaphthalene). Reaction SMILES: [Cl:1][C:2]1[CH:7]=[CH:6][C:5]([OH:8])=[C:4]([NH2:9])[CH:3]=1.[C:10]1(N2C(=O)C=C(CS(O)(=O)=O)N2)[CH:15]=CC=[CH:12][CH:11]=1>[Cr].O>[Cl:1][C:2]1[CH:7]=[CH:6][C:5]([OH:8])=[C:4]([NH2:9])[CH:3]=1.[OH:8][C:5]1[CH:6]=[CH:7][C:2]2[C:3](=[CH:15][CH:10]=[CH:11][CH:12]=2)[CH:4]=1. Reported procedure: 49.95 Parts of the 1:1 chromium complex (obtained by the known process and containing 1 atom of chromium for each molecule of monoazo dyestuff) of the azo dyestuff from diazotised 4-chloro-2-amino-1-hydroxybenzene and 1-phenyl-3-sulphomethyl-5-pyrazolone are stirred in 1000 parts of hot water together with 29.85 parts of the monoazo dyestuff obtained by the known process from diazotised 4-chloro-2-amino-1-hydroxybenzene and 2-hydroxynaphthalene. The suspension is adjusted to pH 7 to 8 by additio... Starting materials: CCCCCCCCS(=O)(=O)Nc1ccc(N2CCC(=O)CC2)cc1, NCC(O)COc1cccc2[nH]c(=O)[nH]c12. Product: CCCCCCCCS(=O)(=O)Nc1ccc(N2CCC(NCC(O)COc3cccc4[nH]c(=O)[nH]c34)CC2)cc1. Reaction SMILES: [O:1]=[C:2]1[CH2:3][CH2:4][N:5]([c:8]2[cH:9][cH:10][c:11]([NH:14][S:15](=[O:16])(=[O:17])[CH2:18][CH2:19][CH2:20][CH2:21][CH2:22][CH2:23][CH2:24][CH3:25])[cH:12][cH:13]2)[CH2:6][CH2:7]1.[OH:26][CH:27]([CH2:28][O:29][c:30]1[cH:31][cH:32][cH:33][c:34]2[nH:35][c:36](=[O:39])[nH:37][c:38]12)[CH2:40][NH2:41]>>[CH:2]1([NH:41][CH2:40][CH:27]([OH:26])[CH2:28][O:29][c:30]2[cH:31][cH:32][cH:33][c:34]3[nH:35][c:36](=[O:39])[nH:37][c:38]23)[CH2:3][CH2:4][N:5]([c:8]2[cH:9][cH:10][c:11]([NH:14][S:15](=[O:16])(=[O:17])[CH2:18][CH2:19][CH2:20][CH2:21][CH2:22][CH2:23][CH2:24][CH3:25])[cH:12][cH:13]2)[CH2:6][CH2:7]1. Starting materials: COc1cc(C)c(NC(=O)CN(Cc2ccc(CC(C)(C)C(=O)OC(C)(C)C)cc2)Cc2ccco2)cc1C, ClCCl, O=C(O)C(F)(F)F. Product: COc1cc(C)c(NC(=O)CN(Cc2ccc(CC(C)(C)C(=O)O)cc2)Cc2ccco2)cc1C. RXN SMILES: [CH3:1][O:2][c:3]1[cH:4][c:5]([CH3:39])[c:6]([NH:10][C:11]([CH2:12][N:13]([CH2:14][c:15]2[o:16][cH:17][cH:18][cH:19]2)[CH2:20][c:21]2[cH:22][cH:23][c:24]([CH2:27][C:28]([C:29](=[O:30])[O:31][C:32]([CH3:33])([CH3:34])[CH3:35])([CH3:36])[CH3:37])[cH:25][cH:26]2)=[O:38])[cH:7][c:8]1[CH3:9].[Cl:47][CH2:48][Cl:49].[OH:40][C:41]([C:42]([F:43])([F:44])[F:45])=[O:46]>>[CH3:1][O:2][c:3]1[cH:4][c:5]([CH3:39])[c:6]([NH:10][C:11]([CH2:12][N:13]([CH2:14][c:15]2[o:16][cH:17][cH:18][cH:19]2)[CH2:20][c:21]2[cH:22][cH:23][c:24]([CH2:27][C:28]([C:29](=[O:30])[OH:31])([CH3:36])[CH3:37])[cH:25][cH:26]2)=[O:38])[cH:7][c:8]1[CH3:9]. Reactants: 481.1, C(C)OC(=O)C1(CCN(CC1)CC1=CC=CC=C1)S(=O)(=O)C1=CC=C(C=C1)OCC1=CC=CC=C1 (4-(4-Benzyloxy-benzenesulfonyl)-1-benzyl-piperidine-4-carboxylic acid ethyl ester), ONC(=O)C1CC(N(CC1)CC1=CC=CC=C1)S(=O)(=O)C1=CC=C(C=C1)OCC1=CC=CC=C1 (4-Benzyloxy-benzenesulfonyl-1-benzyl-piperidine-4-carboxylic acid hydroxyamide), C(C1=CC=CC=C1)OC1=CC=C(C=C1)S(=O)(=O)C1(CCN(CC1)CC1=CC=CC=C1)C(=O)O (4-(4-Benzyloxy-benzenesulfonyl)-1-benzyl-piperidine-4-carboxylic acid). Solvent: CO.C1CCOC1 (MeOH THF). Reaction conditions: time 72 hour. The product is ONC(=O)C1(CCN(CC1)CC1=CC=CC=C1)S(=O)(=O)C1=CC=C(C=C1)OCC1=CC=CC=C1 (1-Benzyl-4-(4-benzyloxy-benzenesulfonyl)-piperidine-4-carboxylic acid hydroxyamide). RXN SMILES: C([O:3][C:4]([C:6]1([S:19]([C:22]2[CH:27]=[CH:26][C:25]([O:28][CH2:29][C:30]3[CH:35]=[CH:34][CH:33]=[CH:32][CH:31]=3)=[CH:24][CH:23]=2)(=[O:21])=[O:20])[CH2:11][CH2:10][N:9]([CH2:12][C:13]2[CH:18]=[CH:17][CH:16]=[CH:15][CH:14]=2)[CH2:8][CH2:7]1)=O)C.C(OC1C=CC(S(C2(C(O)=O)CCN(CC3C=CC=CC=3)CC2)(=O)=O)=CC=1)C1C=CC=CC=1.[OH:69][NH:70]C(C1CCN(CC2C=CC=CC=2)C(S(C2C=CC(OCC3C=CC=CC=3)=CC=2)(=O)=O)C1)=O>CO.C1COCC1>[OH:69][NH:70][C:4]([C:6]1([S:19]([C:22]2[CH:23]=[CH:24][C:25]([O:28][CH2:29][C:30]3[CH:35]=[CH:34][CH:33]=[CH:32][CH:31]=3)=[CH:26][CH:27]=2)(=[O:21])=[O:20])[CH2:7][CH2:8][N:9]([CH2:12][C:13]2[CH:18]=[CH:17][CH:16]=[CH:15][CH:14]=2)[CH2:10][CH2:11]1)=[O:3] |f:3.4|. Reported procedure: 4-(4-Benzyloxy-benzenesulfonyl)-1-benzyl-piperidine-4-carboxylic acid ethyl ester (5.0 g, 10.1 mmol) was dissolved in MeOH/THF (1:1, 200 ml) and stirred at room temperature for 72 hrs. At the end reaction mixture was concentrated and the product was nuetralised with con. HCl by dissolving it in water (200 mL). After the neutralization reaction mixture was concentrated to dryness. Ice cold water (100 mL) was added to the solid and filtered. The product 4-(4-Benzyloxy-benzenesulfonyl)-1-benzyl-pip... Starting materials: CCOc1ccc(OC2CN(c3ccc(C(C)N)cc3)C2)cc1, C1CCC2=NCCCN2CC1, C1COCCO1, Nc1ccncn1. Yields the product CCOc1ccc(OC2CN(c3ccc(C(C)NC(=O)Nc4ccncn4)cc3)C2)cc1. Reaction SMILES: [CH2:19]([CH3:20])[O:21][c:22]1[cH:23][cH:24][c:25]([O:26][CH:27]2[CH2:28][N:29]([c:31]3[cH:32][cH:33][c:34]([CH:37]([CH3:38])[NH2:39])[cH:35][cH:36]3)[CH2:30]2)[cH:40][cH:41]1.[CH2:1]1[CH2:2][CH2:3][C:4]2=[N:9][CH2:8][CH2:7][CH2:6][N:5]2[CH2:10][CH2:11]1.[CH2:42]1[CH2:43][O:44][CH2:47][CH2:46][O:45]1.[NH2:12][c:13]1[n:14][cH:15][n:16][cH:17][cH:18]1>>[NH:12]([c:13]1[n:14][cH:15][n:16][cH:17][cH:18]1)[C:43]([NH:39][CH:37]([c:34]1[cH:33][cH:32][c:31]([N:29]2[CH2:28][CH:27]([O:26][c:25]3[cH:24][cH:23][c:22]([O:21][CH2:19][CH3:20])[cH:41][cH:40]3)[CH2:30]2)[cH:36][cH:35]1)[CH3:38])=[O:44]. The reactants are COC(=O)C(CC(C)C)c1cc(-c2ccc(C(F)(F)F)cc2)cc(N2CCCCC2CCc2ccccc2)c1, CO, [Na+], [OH-]. The product is CC(C)CC(C(=O)O)c1cc(-c2ccc(C(F)(F)F)cc2)cc(N2CCCCC2CCc2ccccc2)c1. Reaction SMILES: [CH3:1][O:2][C:3]([CH:4]([CH2:5][CH:6]([CH3:7])[CH3:8])[c:9]1[cH:10][c:11](-[c:29]2[cH:30][cH:31][c:32]([C:35]([F:36])([F:37])[F:38])[cH:33][cH:34]2)[cH:12][c:13]([N:15]2[CH:16]([CH2:21][CH2:22][c:23]3[cH:24][cH:25][cH:26][cH:27][cH:28]3)[CH2:17][CH2:18][CH2:19][CH2:20]2)[cH:14]1)=[O:39].[CH3:42][OH:43].[Na+:41].[OH-:40]>>[O:2]=[C:3]([CH:4]([CH2:5][CH:6]([CH3:7])[CH3:8])[c:9]1[cH:10][c:11](-[c:29]2[cH:30][cH:31][c:32]([C:35]([F:36])([F:37])[F:38])[cH:33][cH:34]2)[cH:12][c:13]([N:15]2[CH:16]([CH2:21][CH2:22][c:23]3[cH:24][cH:25][cH:26][cH:27][cH:28]3)[CH2:17][CH2:18][CH2:19][CH2:20]2)[cH:14]1)[OH:39]. Starting materials: CCc1ccc(C2CCCN2)cc1, Cc1ccc(S(=O)(=O)Cl)cc1. The product is CCc1ccc(C2CCCN2S(=O)(=O)c2ccc(C)cc2)cc1. Reaction SMILES: [CH2:1]([CH3:2])[c:3]1[cH:4][cH:5][c:6]([CH:9]2[NH:10][CH2:11][CH2:12][CH2:13]2)[cH:7][cH:8]1.[c:14]1([CH3:24])[cH:15][cH:16][c:17]([S:20](=[O:21])(=[O:22])[Cl:23])[cH:18][cH:19]1>>[CH2:1]([CH3:2])[c:3]1[cH:4][cH:5][c:6]([CH:9]2[N:10]([S:20]([c:17]3[cH:16][cH:15][c:14]([CH3:24])[cH:19][cH:18]3)(=[O:21])=[O:22])[CH2:11][CH2:12][CH2:13]2)[cH:7][cH:8]1.